This data is from the Open Reaction Database (ORD), a public repository of structured organic reaction records. The task is: describe an organic reaction: reactants, conditions, products, and yield Reported procedure: To a mixture of 115 mg (0.43 mmol) of trans-(4-Cyclobutyl-piperazin-1-yl)-(4-hydroxy-cyclohexyl)-methanone (Intermediate 3) in 1 ml of N,N-dimethylacetamide (DMA), 19 mg (0.44 mmol) of sodium hydride was added at room temperature and stirred for 30 min. To the mixture, 100 mg (0.72 mmol) of 6-chloronicotinonitrile (commercially available) was added and stirred at 160° C. for 14 h. The mixture was poured into saturated NaHCO3 solution., extracted with AcOEt. The organic layer was washed with wate... The reactants are ClC1=NC=C(C#N)C=C1 (6-chloronicotinonitrile), C(=O)(O)[O-].[Na+] (NaHCO3), C1(CCC1)N1CCN(CC1)C(=O)[C@@H]1CC[C@H](CC1)O (trans-(4-Cyclobutyl-piperazin-1-yl)-(4-hydroxy-cyclohexyl)-methanone), C1(CCC1)N1CCN(CC1)C(=O)[C@@H]1CC[C@H](CC1)O (trans-(4-Cyclobutyl-piperazin-1-yl)-(4-hydroxy-cyclohexyl)-methanone), [H-].[Na+] (sodium hydride). Product: C1(CCC1)N1CCN(CC1)C(=O)[C@@H]1CC[C@H](CC1)OC1=NC=C(C#N)C=C1 (trans-6-[4-(4-Cyclobutyl-piperazine-1-carbonyl)-cyclohexyloxy]-nicotinonitrile). Reaction conditions: time 30 minute. Solvent: CN(C(C)=O)C (N,N-dimethylacetamide). RXN SMILES: [CH:1]1([N:5]2[CH2:10][CH2:9][N:8]([C:11]([C@H:13]3[CH2:18][CH2:17][C@H:16]([OH:19])[CH2:15][CH2:14]3)=[O:12])[CH2:7][CH2:6]2)[CH2:4][CH2:3][CH2:2]1.[H-].[Na+].Cl[C:23]1[CH:30]=[CH:29][C:26]([C:27]#[N:28])=[CH:25][N:24]=1.C([O-])(O)=O.[Na+]>CN(C)C(=O)C>[CH:1]1([N:5]2[CH2:10][CH2:9][N:8]([C:11]([C@H:13]3[CH2:18][CH2:17][C@H:16]([O:19][C:23]4[CH:30]=[CH:29][C:26]([C:27]#[N:28])=[CH:25][N:24]=4)[CH2:15][CH2:14]3)=[O:12])[CH2:7][CH2:6]2)[CH2:4][CH2:3][CH2:2]1 |f:1.2,4.5|. The yield is 18.9%. Reactants: CCO, Cl, COc1ccc(F)c(C=CCN2C(=O)c3ccccc3C2=O)c1, NN, O. Product: COc1ccc(F)c(C=CCN)c1. As a reaction SMILES: [CH3:28][CH2:29][OH:30].[ClH:27].[F:4][c:5]1[c:6]([CH:13]=[CH:14][CH2:15][N:16]2[C:17](=[O:18])[c:19]3[c:20]([cH:21][cH:22][cH:23][cH:24]3)[C:25]2=[O:26])[cH:7][c:8]([O:11][CH3:12])[cH:9][cH:10]1.[NH2:2][NH2:3].[OH2:1]>>[F:4][c:5]1[c:6]([CH:13]=[CH:14][CH2:15][NH2:16])[cH:7][c:8]([O:11][CH3:12])[cH:9][cH:10]1. Reactants: [Si](C)(C)(C)C=[N+]=[N-] (TMS-diazomethane), [OH-].[K+] (KOH), solution, C(C1=CC=CC=C1)OC1=C(C=CC=C1)C=1N(C2=CC(=CC=C2C1C1CCCCC1)C(=O)OC)C[C@@]12N(C(OC1)=O)CCC2 (methyl 2-[2-(benzyloxy)phenyl]-3-cyclohexyl-1-{[(7aR)-3-oxodihydro-1H-pyrrolo[1,2-c][1,3]oxazol-7a(5H)-yl]methyl}-1H-indole-6-carboxylate). Solvent: CO (MeOH). Product: C(C1=CC=CC=C1)OC1=C(C=CC=C1)C=1N(C2=CC(=CC=C2C1C1CCCCC1)C(=O)OC)C[C@@]1(NCCC1)CO (methyl 2-[2-(benzyloxy)phenyl]-3-cyclohexyl-1-{[(2R)-2-(hydroxymethyl)pyrrolidin-2-yl]methyl}-1H-indole-6-carboxylate). Reaction SMILES: [OH-].[K+].[CH2:3]([O:10][C:11]1[CH:16]=[CH:15][CH:14]=[CH:13][C:12]=1[C:17]1[N:18]([CH2:36][C@@:37]23[CH2:45][CH2:44][CH2:43][N:38]2C(=O)[O:40][CH2:41]3)[C:19]2[C:24]([C:25]=1[CH:26]1[CH2:31][CH2:30][CH2:29][CH2:28][CH2:27]1)=[CH:23][CH:22]=[C:21]([C:32]([O:34][CH3:35])=[O:33])[CH:20]=2)[C:4]1[CH:9]=[CH:8][CH:7]=[CH:6][CH:5]=1.[Si](C=[N+]=[N-])(C)(C)C>CO>[CH2:3]([O:10][C:11]1[CH:16]=[CH:15][CH:14]=[CH:13][C:12]=1[C:17]1[N:18]([CH2:36][C@@:37]2([CH2:41][OH:40])[CH2:45][CH2:44][CH2:43][NH:38]2)[C:19]2[C:24]([C:25]=1[CH:26]1[CH2:27][CH2:28][CH2:29][CH2:30][CH2:31]1)=[CH:23][CH:22]=[C:21]([C:32]([O:34][CH3:35])=[O:33])[CH:20]=2)[C:4]1[CH:5]=[CH:6][CH:7]=[CH:8][CH:9]=1 |f:0.1|. Reported procedure: 1M aq. KOH (15 eq.) was added to a 0.08M solution of methyl 2-[2-(benzyloxy)phenyl]-3-cyclohexyl-1-{[(7aR)-3-oxodihydro-1H-pyrrolo[1,2-c][1,3]oxazol-7a(5H)-yl]methyl}-1H-indole-6-carboxylate in MeOH, and the mixture was refluxed for 2 days. After quenching with an equivalent amount of aq. HCl and evaporation of volatiles, the residue was taken in toluene:MeOH 4:1 (0.1M) and treated at RT with excess (2.5 eq.) TMS-diazomethane for 1 h; evaporation of solvents gave crude methyl 2-[2-(benzyloxy)phe... Starting materials: CCOC(=O)Cc1cnn(Cc2ccc(NC(=O)C(C)(C)C)cc2CSC(C)(C)C)c1, CO, [Li+], [OH-], O. The product is CC(C)(C)SCc1cc(NC(=O)C(C)(C)C)ccc1Cn1cc(CC(=O)O)cn1. As a reaction SMILES: [CH2:1]([CH3:2])[O:3][C:4]([CH2:5][c:6]1[cH:7][n:8][n:9]([CH2:11][c:12]2[c:13]([CH2:25][S:26][C:27]([CH3:28])([CH3:29])[CH3:30])[cH:14][c:15]([NH:18][C:19]([C:20]([CH3:21])([CH3:22])[CH3:23])=[O:24])[cH:16][cH:17]2)[cH:10]1)=[O:31].[CH3:34][OH:35].[Li+:32].[OH-:33].[OH2:36]>>[O:3]=[C:4]([CH2:5][c:6]1[cH:7][n:8][n:9]([CH2:11][c:12]2[c:13]([CH2:25][S:26][C:27]([CH3:28])([CH3:29])[CH3:30])[cH:14][c:15]([NH:18][C:19]([C:20]([CH3:21])([CH3:22])[CH3:23])=[O:24])[cH:16][cH:17]2)[cH:10]1)[OH:31]. Reactants: ClC1=CC(=C(N=N1)NC1=C(C=C(C=C1)I)F)C(=O)O (6-chloro-3-(2-fluoro-4-iodo-phenylamino)-pyridazine-4-carboxylic acid), N1CCOCC1 (morpholine). The solvent is CN(C)C=O (DMF), CCOCC (ether). Conditions: temperature 135 celsius. Product: FC1=C(C=CC(=C1)I)NC=1N=NC(=CC1C(=O)O)N1CCOCC1 (3-(2-Fluoro-4-iodo-phenylamino)-6-morpholin-4-yl-pyridazine-4-carboxylic acid). Reaction SMILES: Cl[C:2]1[N:7]=[N:6][C:5]([NH:8][C:9]2[CH:14]=[CH:13][C:12]([I:15])=[CH:11][C:10]=2[F:16])=[C:4]([C:17]([OH:19])=[O:18])[CH:3]=1.[NH:20]1[CH2:25][CH2:24][O:23][CH2:22][CH2:21]1>CN(C=O)C.CCOCC>[F:16][C:10]1[CH:11]=[C:12]([I:15])[CH:13]=[CH:14][C:9]=1[NH:8][C:5]1[N:6]=[N:7][C:2]([N:20]2[CH2:25][CH2:24][O:23][CH2:22][CH2:21]2)=[CH:3][C:4]=1[C:17]([OH:19])=[O:18]. Procedure: To mixture of 6-chloro-3-(2-fluoro-4-iodo-phenylamino)-pyridazine-4-carboxylic acid (34 mg, 0.09 mmol) in DMF was added morpholine (37.7 mg, 0.43 mmol). The mixture was heated at 135° C. for 3.5 h. The mixture was diluted with ether and extracted with NaOH (1N). The aqueous layer was acidified by concentrated HCl. The desired product was precipitated and was collected by vacuum filtration. LC/MS [5.51 min; 445 (M+1)].